Dataset: the Open Reaction Database (ORD), a public repository of structured organic reaction records. Task: describe an organic reaction: reactants, conditions, products, and yield The reactants are Cl.C(C1=CC=CC=C1)ON (O-benzylhydroxylamine hydrochloride), CN1C=2C(C(=O)OC1=O)=CC=CC2 (N-methylisatoic anhydride). The product is CNC1=C(C(=O)NOCC2=CC=CC=C2)C=CC=C1 (2-methylamino-N-benzyloxylbenzamide). Isolated yield 29.3%. RXN SMILES: Cl.[CH2:2]([O:9][NH2:10])[C:3]1[CH:8]=[CH:7][CH:6]=[CH:5][CH:4]=1.[CH3:11][N:12]1C(=O)O[C:15](=[O:16])[C:14]2=[CH:20][CH:21]=[CH:22][CH:23]=[C:13]12>>[CH3:11][NH:12][C:13]1[CH:23]=[CH:22][CH:21]=[CH:20][C:14]=1[C:15]([NH:10][O:9][CH2:2][C:3]1[CH:8]=[CH:7][CH:6]=[CH:5][CH:4]=1)=[O:16] |f:0.1|. Procedure details: In the same manner as Example 35(a), O-benzylhydroxylamine hydrochloride (1.92 g, 12 mmol) reacted with N-methylisatoic anhydride (2.0 g, 10 mmol) to give 2-methylamino-N-benzyloxylbenzamide as a yellow solid (0.75 g). Starting materials: [Cl-].[Cl-].[Cl-].[In+3] (Indium trichloride), C1(CC1)[Mg]Br (Cyclopropylmagnesium bromide), C(C)OC(C1=CC=C(C=C1)I)=O (ethyl-4-iodobenzoate). The reagents and catalysts are Cl[Pd]([P](C1=CC=CC=C1)(C2=CC=CC=C2)C3=CC=CC=C3)([P](C4=CC=CC=C4)(C5=CC=CC=C5)C6=CC=CC=C6)Cl (trans-dichlorobis(triphenylphosphine)palladium(II)). The solvent is C1CCOC1 (THF), C1CCOC1 (THF). Run at temperature -70 celsius, time 0.5 hour. Yields the product C(C)OC(C1=CC=C(C=C1)C1CC1)=O (4-cyclopropyl-benzoic acid ethyl ester). As a reaction SMILES: [Cl-].[Cl-].[Cl-].[In+3].[CH:5]1([Mg]Br)[CH2:7][CH2:6]1.[CH2:10]([O:12][C:13](=[O:21])[C:14]1[CH:19]=[CH:18][C:17](I)=[CH:16][CH:15]=1)[CH3:11]>Cl[Pd](Cl)([P](C1C=CC=CC=1)(C1C=CC=CC=1)C1C=CC=CC=1)[P](C1C=CC=CC=1)(C1C=CC=CC=1)C1C=CC=CC=1.C1COCC1>[CH2:10]([O:12][C:13](=[O:21])[C:14]1[CH:19]=[CH:18][C:17]([CH:5]2[CH2:7][CH2:6]2)=[CH:16][CH:15]=1)[CH3:11] |f:0.1.2.3,^1:24,43|. Reported procedure: Indium trichloride (2.2 g, 10 mmol) and THF (50 mL) were combined under nitrogen and cooled to −70° C. Cyclopropylmagnesium bromide solution (33 mL, 30 mmol, 0.92M) was added dropwise while maintaining the reaction temperature ≦−60° C. After the addition was complete the reaction was stirred 0.5 h with cooling then 0.5 h with the cooling bath removed. The resulting solution was added via cannula to a refluxing solution of ethyl-4-iodobenzoate (5.5 g, 20 mmol), trans-dichlorobis(triphenylphosphin... Reactants: CC(C(=O)NC1=CC(=C(C=C1)C)C1CCNCC1)C (2-methyl-N-(4-methyl-3-(4-piperidyl)phenyl)propanamide), FC1=CC=C(C=C1)SC1=CC=C(C=O)C=C1 (4-(4-fluorophenylthio)benzaldehyde), C(C)(=O)O (acetic acid), [Na] (sodium), C(=O)(O)[O-].[Na+] (NaHCO3). Solvent: C1CCCCC1.CCOC(=O)C (cyclohexane EtOAc), ClC(C)Cl (dichloroethane), C(Cl)Cl (CH2Cl2). Reaction conditions: time 10 hour. Yields the product FC1=CC=C(C=C1)SC1=CC=C(C=C1)CN1CCC(CC1)C=1C=C(C=CC1C)NC(C(C)C)=O (N-[3-(1-{[4-(4-fluorophenylthio)phenyl]methyl}(4-piperidyl))-4-methylphenyl]-2-methylpropanamide). The yield is 36.2%. As a reaction SMILES: [CH3:1][CH:2]([CH3:19])[C:3]([NH:5][C:6]1[CH:11]=[CH:10][C:9]([CH3:12])=[C:8]([CH:13]2[CH2:18][CH2:17][NH:16][CH2:15][CH2:14]2)[CH:7]=1)=[O:4].[F:20][C:21]1[CH:26]=[CH:25][C:24]([S:27][C:28]2[CH:35]=[CH:34][C:31]([CH:32]=O)=[CH:30][CH:29]=2)=[CH:23][CH:22]=1.C(O)(=O)C.[Na].C([O-])(O)=O.[Na+]>ClC(Cl)C.C1CCCCC1.CCOC(C)=O.C(Cl)Cl>[F:20][C:21]1[CH:22]=[CH:23][C:24]([S:27][C:28]2[CH:35]=[CH:34][C:31]([CH2:32][N:16]3[CH2:17][CH2:18][CH:13]([C:8]4[CH:7]=[C:6]([NH:5][C:3](=[O:4])[CH:2]([CH3:19])[CH3:1])[CH:11]=[CH:10][C:9]=4[CH3:12])[CH2:14][CH2:15]3)=[CH:30][CH:29]=2)=[CH:25][CH:26]=1 |f:4.5,7.8,^1:39|. Procedure: 2-methyl-N-(4-methyl-3-(4-piperidyl)phenyl)propanamide (130 mg, 0.500 mmol) and 4-(4-fluorophenylthio)benzaldehyde (116 mg, 0.500 mmol) were dissolved in dichloroethane (5.00 mL) and acetic acid (30.0 mg, 0.500 mmol), and sodium triacetoxborohydride (212 mg, 1.00 mmol) was added at room temperature. Stirring was continued under nitrogen at room temperature for 10 h, then a saturated aqueous NaHCO3 solution and CH2Cl2 was added. The phases were separated, and the organic phase was washed with wat... RXN SMILES: [CH3:1][O:2][C:3](=[O:31])[N:4]=[C:5]([S:29][CH3:30])[C:6]([C:20]1[CH:25]=[CH:24][C:23]([OH:26])=[C:22]([O:27][CH3:28])[CH:21]=1)=[N:7][C:8]1[CH:13]=[CH:12][C:11]([C:14]2[N:18]=[C:17]([CH3:19])[O:16][N:15]=2)=[CH:10][CH:9]=1.C(=O)([O-])[O-].[K+].[K+].I[CH2:39][CH3:40].O>CN(C=O)C.C(OCC)(=O)C>[CH3:1][O:2][C:3](=[O:31])[N:4]=[C:5]([S:29][CH3:30])[C:6]([C:20]1[CH:25]=[CH:24][C:23]([O:26][CH2:39][CH3:40])=[C:22]([O:27][CH3:28])[CH:21]=1)=[N:7][C:8]1[CH:13]=[CH:12][C:11]([C:14]2[N:18]=[C:17]([CH3:19])[O:16][N:15]=2)=[CH:10][CH:9]=1 |f:1.2.3|. The solvent is CN(C)C=O (DMF), C(C)(=O)OCC (ethyl acetate). The product is COC(N=C(C(=NC1=CC=C(C=C1)C1=NOC(=N1)C)C1=CC(=C(C=C1)OCC)OC)SC)=O ({2-(4-ethoxy-3-methoxyphenyl)-2-[4-(5-methyl-[1,2,4]oxadiazol-3-yl)phenylimino]-1-methylsulfanylethylidene}carbamic acid methyl ester). Reaction conditions: time 6 hour. Starting materials: COC(N=C(C(=NC1=CC=C(C=C1)C1=NOC(=N1)C)C1=CC(=C(C=C1)O)OC)SC)=O ({2-(4-hydroxy-3-methoxyphenyl)-2-[4-(5-methyl-[1,2,4]oxadiazol-3-yl)phenylimino]-1-methylsulfanylethylidene}carbamic acid methyl ester), C([O-])([O-])=O.[K+].[K+] (potassium carbonate), ICC (iodoethane), O (Water). Procedure: After dissolving 500 mg of {2-(4-hydroxy-3-methoxyphenyl)-2-[4-(5-methyl-[1,2,4]oxadiazol-3-yl)phenylimino]-1-methylsulfanylethylidene}carbamic acid methyl ester in 10 ml of DMF, 314 mg of potassium carbonate and 118 μl of iodoethane were added and the mixture was stirred at room temperature for 6 hours. Water was added to the reaction mixture and extraction was performed with ethyl acetate. After washing the organic layer with water and saturated brine, it was dried over anhydrous sodium sulfat... Reactants: COC(CC1(CCCCC1)CNC(C1=C(C=CC=C1)N)=O)=O ({1-[(2-amino-benzoylamino)-methyl]-cyclohexyl}-acetic acid methyl ester), C(=O)(N1C=NC=C1)N1C=NC=C1 (1,1′-carbonyldiimidazole), N12CCCCCC2=NCCC1 (1,8-diazabicyclo[5.4.0]undec-7-ene). Solvent: CCOC(=O)C (EtOAc), C1CCOC1 (THF). Run at time 16 hour. The product is COC(CC1(CCCCC1)CN1C(NC2=CC=CC=C2C1=O)=O)=O ([1-(2,4-dioxo-1,4-dihydro-2H-quinazolin-3-ylmethyl)-cyclohexyl]-acetic acid methyl ester). Isolated yield 99.4%. Reaction SMILES: [CH3:1][O:2][C:3](=[O:22])[CH2:4][C:5]1([CH2:11][NH:12][C:13](=[O:21])[C:14]2[CH:19]=[CH:18][CH:17]=[CH:16][C:15]=2[NH2:20])[CH2:10][CH2:9][CH2:8][CH2:7][CH2:6]1.[C:23](N1C=CN=C1)(N1C=CN=C1)=[O:24].N12CCCN=C1CCCCC2>C1COCC1.CCOC(C)=O>[CH3:1][O:2][C:3](=[O:22])[CH2:4][C:5]1([CH2:11][N:12]2[C:13](=[O:21])[C:14]3[C:15](=[CH:16][CH:17]=[CH:18][CH:19]=3)[NH:20][C:23]2=[O:24])[CH2:6][CH2:7][CH2:8][CH2:9][CH2:10]1. Procedure details: To a solution of {1-[(2-amino-benzoylamino)-methyl]-cyclohexyl}-acetic acid methyl ester (620 mg, 2.04 mmol) and 1,1′-carbonyldiimidazole (660 mg, 4.07 mmol) in THF (25 mL) is added 1,8-diazabicyclo[5.4.0]undec-7-ene (0.6 mL, 4.01 mmol). The mixture is stirred at room temperature for 16 hours. The reaction mixture is diluted with EtOAc (100 mL) and is washed with H2O (50 mL×3). The organic layer is dried over sodium sulfate, and is concentrated to afford the desired [1-(2,4-dioxo-1,4-dihydro-2H-... The reactants are CCCc1ccc(N(C)C(=O)OC(C)(C)C)cc1[N+](=O)[O-], CCOC(C)=O. The product is CCCc1ccc(N(C)C(=O)OC(C)(C)C)cc1N. Reaction SMILES: [C:1]([CH3:2])([CH3:3])([CH3:4])[O:5][C:6]([N:7]([c:8]1[cH:9][c:10]([N+:17]([O-:18])=[O:19])[c:11]([CH2:14][CH2:15][CH3:16])[cH:12][cH:13]1)[CH3:20])=[O:21].[CH3:22][CH2:23][O:24][C:25]([CH3:26])=[O:27]>>[C:1]([CH3:2])([CH3:3])([CH3:4])[O:5][C:6]([N:7]([c:8]1[cH:9][c:10]([NH2:17])[c:11]([CH2:14][CH2:15][CH3:16])[cH:12][cH:13]1)[CH3:20])=[O:21]. Starting materials: C(C)OCC (diethyl ether), ClC1(NC=C(C=C1)C)C=O (2-Chloro-5-methylpyridinecarboxaldehyde), C1CN2CCN1CC2 (DABCO), C(C=C)#N (acrylonitrile). Yields the product ClC1=NC=C(C=C1C(C(C#N)=C)O)C (2-[(2-Chloro-5-methylpyridine-3-yl)(hydroxy)methyl]acrylonitrile). As a reaction SMILES: [Cl:1][C:2]1(C=O)[CH:7]=[CH:6][C:5]([CH3:8])=[CH:4][NH:3]1.C1[N:16]2[CH2:17][CH2:18]N(CC2)C1.[C:19](#N)C=C.[CH2:23]([O:25]CC)C>>[Cl:1][C:2]1[C:7]([CH:23]([OH:25])[C:18](=[CH2:19])[C:17]#[N:16])=[CH:6][C:5]([CH3:8])=[CH:4][N:3]=1. Reported procedure: To a mixture of 2-Chloro-5-methylpyridinecarboxaldehyde (10 mmol, 1.55 g) and DABCO (10 mmol. 1.12 g) was added an acrylonitrile (60 mmol.) under neat conditions [solvent free conditions] at room temperature and the reaction progress was monitored by TLC. Upon completion of the reaction mixture (˜4-5 min.) was diluted with diethyl ether (300 mL) and washed with water 3×50 mL. The organic layer was dried over Na2SO4 and concentrated, the residue was subjected to column chromatography over silica ... The reactants are C(C)(=O)N/C=C/SC1=C(N2C([C@H]([C@H]2C1)[C@H](C)OS(=O)(=O)OCC)=O)C(=O)OC (Methyl (5R,6R)-3-[(E)-2-acetamidoethenylthio]-6-[(S)-1-ethoxysulphonyloxyethyl]-7-oxo-1-azabicyclo[3.2.0]hept-2-ene-2-carboxylate), C(C)(=O)[O-].[K+] (potassium acetate). The solvent is C(C)O (ethanol). The product is C(C)(=O)N/C=C/SC1=C(N2C(/C(/[C@H]2C1)=C/C)=O)C(=O)OC (methyl (5R,6E)-3-[(E)-2-acetamidoethenylthio]-6-ethylidene-7-oxo-1-azabicyclo[3.2.0]hept-2-ene-2-carboxylate). The yield is 47.0%. RXN SMILES: [C:1]([NH:4]/[CH:5]=[CH:6]/[S:7][C:8]1[CH2:14][C@H:13]2[N:10]([C:11](=[O:24])[C@H:12]2[C@@H:15](OS(OCC)(=O)=O)[CH3:16])[C:9]=1[C:25]([O:27][CH3:28])=[O:26])(=[O:3])[CH3:2].C([O-])(=O)C.[K+]>C(O)C>[C:1]([NH:4]/[CH:5]=[CH:6]/[S:7][C:8]1[CH2:14][C@H:13]2[N:10]([C:11](=[O:24])/[C:12]/2=[CH:15]/[CH3:16])[C:9]=1[C:25]([O:27][CH3:28])=[O:26])(=[O:3])[CH3:2] |f:1.2|. Procedure details: Methyl (5R,6R)-3-[(E)-2-acetamidoethenylthio]-6-[(S)-1-ethoxysulphonyloxyethyl]-7-oxo-1-azabicyclo[3.2.0]hept-2-ene-2-carboxylate (e22) (42 mg) was taken up in ethanol (2 ml) and treated with anhydrous potassium acetate (50 mg). After 90 minutes the solvent was removed by evaporation and the product dissolved in ethyl acetate (10 ml) and washed with water (10 ml), and with brine (10 ml) and then dried (MgSO4) and evaporated. The i.r. and u.v. spectra of crude material showed that the ethylidene ... Reactants: CC#N, N#Cc1cccc(-c2ccc3c(Cl)c[nH]c(=O)c3c2)c1, O=P(Cl)(Cl)Cl. Yields the product N#Cc1cccc(-c2ccc3c(Cl)cnc(Cl)c3c2)c1. Reaction SMILES: [CH3:26][C:27]#[N:28].[Cl:6][c:7]1[cH:8][nH:9][c:10](=[O:25])[c:11]2[cH:12][c:13](-[c:17]3[cH:18][c:19]([C:23]#[N:24])[cH:20][cH:21][cH:22]3)[cH:14][cH:15][c:16]12.[P:1]([Cl:2])([Cl:3])([Cl:4])=[O:5]>>[Cl:3][c:10]1[n:9][cH:8][c:7]([Cl:6])[c:16]2[c:11]1[cH:12][c:13](-[c:17]1[cH:18][c:19]([C:23]#[N:24])[cH:20][cH:21][cH:22]1)[cH:14][cH:15]2. The reactants are CCOC(=O)CBr, ClCCl, Cl, O=C1CN(C(=O)c2cc(C(F)(F)F)cc(C(F)(F)F)c2)C(Cc2c[nH]c3ccccc23)CN1, [H-], [Na+], C1CCOC1, O. Product: CCOC(=O)CN1CC(Cc2c[nH]c3ccccc23)N(C(=O)c2cc(C(F)(F)F)cc(C(F)(F)F)c2)CC1=O. Reaction SMILES: [Br:36][CH2:37][C:38](=[O:39])[O:40][CH2:41][CH3:42].[Cl:49][CH2:50][Cl:51].[ClH:43].[F:1][C:2]([c:3]1[cH:4][c:5]([C:6](=[O:7])[N:8]2[CH2:9][C:10](=[O:24])[NH:11][CH2:12][CH:13]2[CH2:14][c:15]2[cH:16][nH:17][c:18]3[cH:19][cH:20][cH:21][cH:22][c:23]23)[cH:25][c:26]([C:28]([F:29])([F:30])[F:31])[cH:27]1)([F:32])[F:33].[H-:34].[Na+:35].[O:44]1[CH2:45][CH2:46][CH2:47][CH2:48]1.[OH2:52]>>[F:1][C:2]([c:3]1[cH:4][c:5]([C:6](=[O:7])[N:8]2[CH2:9][C:10](=[O:24])[N:11]([CH2:37][C:38](=[O:39])[O:40][CH2:41][CH3:42])[CH2:12][CH:13]2[CH2:14][c:15]2[cH:16][nH:17][c:18]3[cH:19][cH:20][cH:21][cH:22][c:23]23)[cH:25][c:26]([C:28]([F:29])([F:30])[F:31])[cH:27]1)([F:32])[F:33].